describe an organic reaction: reactants, conditions, products, and yield From a dataset of the Open Reaction Database (ORD), a public repository of structured organic reaction records. The reactants are BrC=1C(C2=CC(=CC=C2C1C1=C(C=C(C=C1)F)F)OCCN1CCS(CC1)(=O)=O)=O (2-Bromo-3-(2,4-difluorophenyl)-6-[2-(1,1-dioxothiomorpholin-4-yl)ethoxy]-1H-inden-1-one), O1CCN(CC1)CCOC1=CC=C2C(=C(C(C2=C1)=O)Br)C1=CC=CC=C1 (6-(2-morpholinoethoxy)-2-bromo-3-phenyl-1H-inden-1-one), FC=1C=C(C=CC1OC)B(O)O (3-fluoro-4-methoxyphenylboronic acid). The product is FC=1C=C(C=CC1OC)C=1C(C2=CC(=CC=C2C1C1=C(C=C(C=C1)F)F)OCCN1CCS(CC1)(=O)=O)=O (2-(3-fluoro-4-methoxyphenyl)-3-(2,4-difluorophenyl)-6-[2-(1,1-dioxothiomorpholin-4-yl)ethoxy]-1H-inden-1-one). Isolated yield 74.0%. RXN SMILES: Br[C:2]1[C:3](=[O:30])[C:4]2[C:9]([C:10]=1[C:11]1[CH:16]=[CH:15][C:14]([F:17])=[CH:13][C:12]=1[F:18])=[CH:8][CH:7]=[C:6]([O:19][CH2:20][CH2:21][N:22]1[CH2:27][CH2:26][S:25](=[O:29])(=[O:28])[CH2:24][CH2:23]1)[CH:5]=2.O1CCN(CCOC2C=C3C(C(C4C=CC=CC=4)=C(Br)C3=O)=CC=2)CC1.[F:57][C:58]1[CH:59]=[C:60](B(O)O)[CH:61]=[CH:62][C:63]=1[O:64][CH3:65]>>[F:57][C:58]1[CH:59]=[C:60]([C:2]2[C:3](=[O:30])[C:4]3[C:9]([C:10]=2[C:11]2[CH:16]=[CH:15][C:14]([F:17])=[CH:13][C:12]=2[F:18])=[CH:8][CH:7]=[C:6]([O:19][CH2:20][CH2:21][N:22]2[CH2:27][CH2:26][S:25](=[O:29])(=[O:28])[CH2:24][CH2:23]2)[CH:5]=3)[CH:61]=[CH:62][C:63]=1[O:64][CH3:65]. Reported procedure: The procedure of Step 7 of Example 1 was repeated except for using 2-bromo-3-(2,4-difluorophenyl)-6-[2-(1,1-dioxothiomorpholin-4-yl)ethoxy]-1H-inden-1-one obtained in Step 1 of Example 112 as a starting material instead of 6-(2-morpholinoethoxy)-2-bromo-3-phenyl-1H-inden-1-one and 3-fluoro-4-methoxyphenylboronic acid instead of 3-pyridinylboronic acid to obtain the title compound (74%). Procedure details: Using general procedure 2 with [(R)-2-(2,5-Difluoro-phenyl)-1-(methoxy-methyl-carbamoyl)-ethyl]-carbamic acid tert-butyl ester (2.5 g, 7.4 mmol) and N-tert-Butyl-4-chloro-2-methyl-benzamide (5.0 g, 22 mmol) followed by purification by silica gel flash column chromatography gives the title compound. Product: C(C)(C)(C)OC(N[C@@H](C(CC1=C(C=CC(=C1)Cl)C(NC(C)(C)C)=O)=O)CC1=C(C=CC(=C1)F)F)=O ([(R)-3-(2-tert-Butylcarbamoyl-5-chloro-phenyl)-1-(2,5-difluoro-benzyl)-2-oxo-propyl]-carbamic acid tert-butyl ester). Reactants: C(C)(C)(C)OC(N[C@H](CC1=C(C=CC(=C1)F)F)C(N(C)OC)=O)=O ([(R)-2-(2,5-Difluoro-phenyl)-1-(methoxy-methyl-carbamoyl)-ethyl]-carbamic acid tert-butyl ester), C(C)(C)(C)NC(C1=C(C=C(C=C1)Cl)C)=O (N-tert-Butyl-4-chloro-2-methyl-benzamide). As a reaction SMILES: [C:1]([O:5][C:6](=[O:24])[NH:7][C@@H:8]([C:18](=[O:23])N(OC)C)[CH2:9][C:10]1[CH:15]=[C:14]([F:16])[CH:13]=[CH:12][C:11]=1[F:17])([CH3:4])([CH3:3])[CH3:2].[C:25]([NH:29][C:30](=[O:39])[C:31]1[CH:36]=[CH:35][C:34]([Cl:37])=[CH:33][C:32]=1[CH3:38])([CH3:28])([CH3:27])[CH3:26]>>[C:1]([O:5][C:6](=[O:24])[NH:7][C@H:8]([CH2:9][C:10]1[CH:15]=[C:14]([F:16])[CH:13]=[CH:12][C:11]=1[F:17])[C:18](=[O:23])[CH2:38][C:32]1[CH:33]=[C:34]([Cl:37])[CH:35]=[CH:36][C:31]=1[C:30](=[O:39])[NH:29][C:25]([CH3:27])([CH3:26])[CH3:28])([CH3:2])([CH3:3])[CH3:4]. Reactants: C1(=CC=CC=C1)P(C1=CC=CC=C1)C1=CC=CC=C1 (Triphenylphosphine), ClC1=CC=C(C=C1)C(CCNC(OC(C)(C)C)=O)O (tert-butyl 3-(4-chlorophenyl)-3-hydroxypropylcarbamate), C1CC(=O)N(C1=O)Br (NBS). Run in C(Cl)Cl (DCM). Run at time 2 hour. Yields the product BrC(CCNC(OC(C)(C)C)=O)C1=CC=C(C=C1)Cl (tert-butyl 3-bromo-3-(4-chlorophenyl)propylcarbamate). The yield is 46.2%. RXN SMILES: C1(P(C2C=CC=CC=2)C2C=CC=CC=2)C=CC=CC=1.[Cl:20][C:21]1[CH:26]=[CH:25][C:24]([CH:27](O)[CH2:28][CH2:29][NH:30][C:31](=[O:37])[O:32][C:33]([CH3:36])([CH3:35])[CH3:34])=[CH:23][CH:22]=1.C1C(=O)N([Br:46])C(=O)C1>C(Cl)Cl>[Br:46][CH:27]([C:24]1[CH:25]=[CH:26][C:21]([Cl:20])=[CH:22][CH:23]=1)[CH2:28][CH2:29][NH:30][C:31](=[O:37])[O:32][C:33]([CH3:36])([CH3:35])[CH3:34]. Reported procedure: Triphenylphosphine (1.61 g, 6.12 mmol) was added to a solution of tert-butyl 3-(4-chlorophenyl)-3-hydroxypropylcarbamate (1.40 g, 4.90 mmol) in DCM (30 mL) at about 0° C. NBS (1.05 g, 5.88 mmol) was added portionwise. After 2 h, the reaction mixture was loaded to a short silica gel pad and eluted with EtOAc:hexanes (1:5) to give tert-butyl 3-bromo-3-(4-chlorophenyl)propylcarbamate (0.79 g, 46%) as an oil, which solidified on standing. 1H NMR (CDCl3, 400 MHz) δ 7.35 (m, 4H), 4.96 (m, 1H), 4.63 (b... The reactants are B, CNC(=O)Cc1ccc(Br)cc1, CNCCCc1ccc(Br)cc1, C1CCOC1. The product is CNCCc1ccc(Br)cc1. Reaction SMILES: [BH3:25].[Br:13][c:14]1[cH:15][cH:16][c:17]([CH2:20][C:21](=[O:22])[NH:23][CH3:24])[cH:18][cH:19]1.[Br:1][c:2]1[cH:3][cH:4][c:5]([CH2:6][CH2:7][CH2:8][NH:9][CH3:10])[cH:11][cH:12]1.[CH2:26]1[O:27][CH2:28][CH2:29][CH2:30]1>>[Br:13][c:14]1[cH:15][cH:16][c:17]([CH2:20][CH2:21][NH:23][CH3:24])[cH:18][cH:19]1. Reactants: COc1ccc2c(c1OC)CN(C)CCc1cc(OCc3ccccc3)ccc1CC2, CCOC(C)=O, O=[Cr](=O)=O, O=[Cr](=O)=O, c1ccncc1, c1ccncc1. Product: COc1ccc2c(c1OC)CN(C=O)CCc1cc(OCc3ccccc3)ccc1CC2. Reaction SMILES: [CH2:15]([c:16]1[cH:17][cH:18][cH:19][cH:20][cH:21]1)[O:22][c:23]1[cH:24][c:25]2[c:26]([cH:44][cH:45]1)[CH2:27][CH2:28][c:29]1[c:30]([c:36]([O:42][CH3:43])[c:37]([O:40][CH3:41])[cH:38][cH:39]1)[CH2:31][N:32]([CH3:35])[CH2:33][CH2:34]2.[CH3:52][CH2:53][O:54][C:55](=[O:56])[CH3:57].[O:11]=[Cr:12](=[O:13])=[O:14].[O:1]=[Cr:2](=[O:3])=[O:4].[cH:46]1[cH:47][cH:48][n:49][cH:50][cH:51]1.[cH:5]1[cH:6][cH:7][n:8][cH:9][cH:10]1>>[O:11]=[CH:35][N:32]1[CH2:31][c:30]2[c:29]([cH:39][cH:38][c:37]([O:40][CH3:41])[c:36]2[O:42][CH3:43])[CH2:28][CH2:27][c:26]2[c:25]([cH:24][c:23]([O:22][CH2:15][c:16]3[cH:17][cH:18][cH:19][cH:20][cH:21]3)[cH:45][cH:44]2)[CH2:34][CH2:33]1. Starting materials: C(=O)(N1C=NC=C1)N1C=NC=C1 (carbonyldiimidazole), FC=1C(=C(C(N(C1C)C)=O)C(=O)O)O (5-fluoro-1,6-dimethyl-4-hydroxy-2-oxo-1,2-dihydropyridine-3-carboxylic acid), NC=1SC=C(N1)C (2-amino-4-methylthiazole). Solvent: C(C)#N (acetonitrile). Conditions: time 1 hour. Yields the product FC=1C(=C(C(N(C1C)C)=O)C(=O)NC=1SC=C(N1)C)O (5-fluoro-1,6-dimethyl-4-hydroxy-2-oxo-N-(4-methyl-2-thiazol yl)-1,2-dihydropyridine-3-carboxamide). Yield: 30.4%. As a reaction SMILES: [F:1][C:2]1[C:3]([OH:14])=[C:4]([C:11]([OH:13])=O)[C:5](=[O:10])[N:6]([CH3:9])[C:7]=1[CH3:8].C(N1C=CN=C1)(N1C=CN=C1)=O.[NH2:27][C:28]1[S:29][CH:30]=[C:31]([CH3:33])[N:32]=1>C(#N)C>[F:1][C:2]1[C:3]([OH:14])=[C:4]([C:11]([NH:27][C:28]2[S:29][CH:30]=[C:31]([CH3:33])[N:32]=2)=[O:13])[C:5](=[O:10])[N:6]([CH3:9])[C:7]=1[CH3:8]. Procedure details: 200 mg of 5-fluoro-1,6-dimethyl-4-hydroxy-2-oxo-1,2-dihydropyridine-3-carboxylic acid was dissolved in 3 ml of acetonitrile, and 162 mg of carbonyldiimidazole was added to this. The mixture was stirred for 1 hour under heat refluxing condition, then, 114 mg of 2-amino-4-methylthiazole was added, and the resulting mixture was further stirred for 1 hour under heat refluxing condition. Thereafter, the reaction mixture was cooled to room temperature. As a result, a crystal was produced. The produced... The reactants are N=1SN=C2C1C=CC(=C2)C(C#CC(C)(C)O)=O (1-(benzo[c][1,2,5]thiadiazol-5-yl)-4-hydroxy-4-methylpent-2-yn-1-one), C(C)NCC (diethyl amine), C(C)O (ethanol), CCO (EtOH). Run at time 3 hour. Product: N=1SN=C2C1C=CC(=C2)C2=CC(C(O2)(C)C)=O (5-(benzo[c][1,2,5]thiadiazol-5-yl)-2,2-dimethylfuran-3(2H)-one). Yield: 83.0%. RXN SMILES: [N:1]1[S:2][N:3]=[C:4]2[CH:9]=[C:8]([C:10](=[O:17])[C:11]#[C:12][C:13](O)([CH3:15])[CH3:14])[CH:7]=[CH:6][C:5]=12.C(NCC)C.C([OH:25])C>>[N:1]1[S:2][N:3]=[C:4]2[CH:9]=[C:8]([C:10]3[O:17][C:13]([CH3:14])([CH3:15])[C:12](=[O:25])[CH:11]=3)[CH:7]=[CH:6][C:5]=12. Procedure details: To a stirred solution of 1-(benzo[c][1,2,5]thiadiazol-5-yl)-4-hydroxy-4-methylpent-2-yn-1-one (0.6 g, 2.597 mmol) in ethanol (10 mL), a solution of diethyl amine (0.189 g, 2.597 mmol) in EtOH (5 mL) was added dropwise at RT. The reaction mixture was then stirred for additional 3 h. The ethanol was then removed, and the mixture further diluted with EtOAc (10 mL). The combined organic layers were washed with water (5 mL) and brine (10 mL), dried over Na2SO4, filtered, and concentrated in vacuo to ...